This data is from the Open Reaction Database (ORD), a public repository of structured organic reaction records. The task is: describe an organic reaction: reactants, conditions, products, and yield Starting materials: 7-(11,10-Oxidondecyl)-1,3-dimethylxanthine, BrCCCCCCCCCC=C (1-bromoundec-10-ene), O (water), [H-].[Na+] (Sodium hydride), N1(C)C(=O)N(C)C=2N=CNC2C1=O (theophylline). Solvent: CS(=O)C (dimethylsulfoxide). Conditions: time 20 minute. The product is C(CCCCCCCCC=C)N1C=NC=2N(C(N(C(C12)=O)C)=O)C (7-(10-undecenyl)-1,3-dimethylxanthine). Yield: 94.2%. Reaction SMILES: [H-].[Na+].[N:3]1([C:14](=[O:15])[C:13]2[NH:12][CH:11]=[N:10][C:9]=2[N:7]([CH3:8])[C:5]1=[O:6])[CH3:4].Br[CH2:17][CH2:18][CH2:19][CH2:20][CH2:21][CH2:22][CH2:23][CH2:24][CH2:25][CH:26]=[CH2:27].O>CS(C)=O>[CH2:27]([N:12]1[C:13]2[C:14](=[O:15])[N:3]([CH3:4])[C:5](=[O:6])[N:7]([CH3:8])[C:9]=2[N:10]=[CH:11]1)[CH2:26][CH2:25][CH2:24][CH2:23][CH2:22][CH2:21][CH2:20][CH2:19][CH:18]=[CH2:17] |f:0.1|. Reported procedure: This example illustrates a synthesis of 7-(11,10-Oxidondecyl)-1,3-dimethylxanthine (inventive compound no. -1423). Sodium hydride(95%) (0.575 g, 24 mmol) was added to a solution of theophylline (3.6 g, 20 mmol) in dimethylsulfoxide (100 mL). After 20 minutes of stirring, 1-bromoundec-10-ene (4.66 g, 20 mmol) was added and stirred for 12 hours at room temperature. The reaction mixture was then poured into a separatory funnel containing water (300 mL) and extracted with dichloromethane (5×100 mL)....